Dataset: the Open Reaction Database (ORD), a public repository of structured organic reaction records. Task: describe an organic reaction: reactants, conditions, products, and yield The reactants are CC1(OC(C2(CC2)C(O1)=O)=O)C (6,6-dimethyl-5,7-dioxaspiro[2.5]octane-4,8-dione), C(C)C=1C=C(N)C=CC1 (3-ethylaniline). Solvent: C(C)O (ethanol). The product is C(C)C=1C=C(C=CC1)N1C(C(CC1)C(=O)O)=O (1-(3-ethylphenyl)-2-oxopyrrolidine-3-carboxylic acid). Yield: 35.0%. Reaction SMILES: CC1(C)[O:9][C:8](=[O:10])[C:5]2([CH2:7][CH2:6]2)[C:4](=[O:11])O1.[CH2:13]([C:15]1[CH:16]=[C:17]([CH:19]=[CH:20][CH:21]=1)[NH2:18])[CH3:14]>C(O)C>[CH2:13]([C:15]1[CH:16]=[C:17]([N:18]2[CH2:6][CH2:7][CH:5]([C:8]([OH:9])=[O:10])[C:4]2=[O:11])[CH:19]=[CH:20][CH:21]=1)[CH3:14]. Procedure details: A mixture of 6,6-dimethyl-5,7-dioxaspiro[2.5]octane-4,8-dione (0.500 g; 2.94 mmol) and 3-ethylaniline (1.1 mL; 8.82 mmol) in ethanol (3 mL) was irradiated in a microwave oven for 3 minutes at 100° C. The mixture was concentrated under reduced pressure and the residue was dissolved in a solution of sodium hydroxide 6N, washed with dichloromethane, acidified with a solution of hydrochloric acid 6N to pH=2, extracted with ethyl acetate dried and concentrated under reduced pressure to yield 0.240 g ... Starting materials: C1=CC=CC=2C(C3=C(CCC21)C=CC=C3)=CC3=CC=C(C=C3)N (4-(10,11-dihydro-dibenzo[a,d]cyclohepten-5-ylidenemethyl)-phenylamine), C(CCC)S(=O)(=O)Cl (1-butanesulfonyl chloride). The product is C1=CC=CC=2C(C3=C(CCC21)C=CC=C3)=CC3=CC=C(C=C3)NS(=O)(=O)CCCC (Butane-1-sulfonic acid [4-(10,11-dihydro-dibenzo[a,d]cyclohepten-5-ylidenemethyl)-phenyl]-amide). The yield is 62.7%. As a reaction SMILES: [CH:1]1[C:11]2[CH2:10][CH2:9][C:8]3[CH:12]=[CH:13][CH:14]=[CH:15][C:7]=3[C:6](=[CH:16][C:17]3[CH:22]=[CH:21][C:20]([NH2:23])=[CH:19][CH:18]=3)[C:5]=2[CH:4]=[CH:3][CH:2]=1.[CH2:24]([S:28](Cl)(=[O:30])=[O:29])[CH2:25][CH2:26][CH3:27]>>[CH:1]1[C:11]2[CH2:10][CH2:9][C:8]3[CH:12]=[CH:13][CH:14]=[CH:15][C:7]=3[C:6](=[CH:16][C:17]3[CH:22]=[CH:21][C:20]([NH:23][S:28]([CH2:24][CH2:25][CH2:26][CH3:27])(=[O:30])=[O:29])=[CH:19][CH:18]=3)[C:5]=2[CH:4]=[CH:3][CH:2]=1. Procedure details: Following procedures essentially as described in Example 90, 4-(10,11-dihydro-dibenzo[a,d]cyclohepten-5-ylidenemethyl)-phenylamine (100 mg, 0.336 mmol) and 1-butanesulfonyl chloride (158 mg, 1.01 mmol) affords 88 mg (63%) of the title compound as a yellow oil. MS (ES) 440 (M+Na), 416 (H); HPLC shows 98% purity. Reactants: C(C)(C)(C)OC(=O)N1CC2=CC=C(C=C2CC1)OCCCN1CCCCC1 (6-(3-piperidin-1-yl-propoxy)-3,4-dihydro-1H-isoquinoline-2-carboxylic acid tert-butyl ester), Cl.O1CCOCC1 (HCl dioxane). The solvent is C(Cl)Cl (DCM). Product: Cl.Cl.N1(CCCCC1)CCCOC=1C=C2CCNCC2=CC1 (6-(3-Piperidin-1-yl-propoxy)-1,2,3,4-tetrahydro-isoquinoline dihydrochloride). RXN SMILES: C(OC([N:8]1[CH2:17][CH2:16][C:15]2[C:10](=[CH:11][CH:12]=[C:13]([O:18][CH2:19][CH2:20][CH2:21][N:22]3[CH2:27][CH2:26][CH2:25][CH2:24][CH2:23]3)[CH:14]=2)[CH2:9]1)=O)(C)(C)C.[ClH:28].O1CCOCC1>C(Cl)Cl>[ClH:28].[ClH:28].[N:22]1([CH2:21][CH2:20][CH2:19][O:18][C:13]2[CH:14]=[C:15]3[C:10](=[CH:11][CH:12]=2)[CH2:9][NH:8][CH2:17][CH2:16]3)[CH2:27][CH2:26][CH2:25][CH2:24][CH2:23]1 |f:1.2,4.5.6|. Procedure: To a round-bottom flask, equipped with stir bar and septum, is placed 6-(3-piperidin-1-yl-propoxy)-3,4-dihydro-1H-isoquinoline-2-carboxylic acid tert-butyl ester (1 g, 2.6 mmol), DCM (20 mL) and 4M HCl/dioxane (5 mL). The reaction is allowed to stir at room temperature for 3 h. After this time, the reaction is concentrated, dissolved in MeOH and concentrated again affording 6-(3-piperidin-1-yl-propoxy)-1,2,3,4-tetrahydro-isoquinoline dihydrochloride as a white solid (800 mg, 87%). Mass spec hit ...